This data is from the Open Reaction Database (ORD), a public repository of structured organic reaction records. The task is: describe an organic reaction: reactants, conditions, products, and yield Starting materials: CC([O-])=S, COC(=O)C1C=CCN2C(=O)C(CCI)(Cc3ccccc3)C(=O)N12, CC(C)=O, [H-], [K+], [Na+]. Yields the product COC(=O)C1C=CCN2C(=O)C(CCSC(C)=O)(Cc3ccccc3)C(=O)N12. Reaction SMILES: [C:28]([CH3:29])(=[S:30])[O-:31].[CH2:3]([c:4]1[cH:5][cH:6][cH:7][cH:8][cH:9]1)[C:10]1([CH2:25][CH2:26][I:27])[C:11](=[O:24])[N:12]2[N:13]([CH2:14][CH:15]=[CH:16][CH:17]2[C:18](=[O:19])[O:20][CH3:21])[C:22]1=[O:23].[CH3:33][C:34](=[O:35])[CH3:36].[H-:1].[K+:32].[Na+:2]>>[CH2:3]([c:4]1[cH:5][cH:6][cH:7][cH:8][cH:9]1)[C:10]1([CH2:25][CH2:26][S:30][C:28]([CH3:29])=[O:31])[C:11](=[O:24])[N:12]2[N:13]([CH2:14][CH:15]=[CH:16][CH:17]2[C:18](=[O:19])[O:20][CH3:21])[C:22]1=[O:23]. Starting materials: O (water), C(=O)C1=CC=C(C=C1)C1=C(C=CC=C1)C=1N=NN(N1)C(C1=CC=CC=C1)(C1=CC=CC=C1)C1=CC=CC=C1 (5-(4'-formyl-1,1'-biphenyl-2-yl)-2-triphenylmethyl-2H-tetrazole), [BH4-].[Na+] (sodium borohydride), O (water). Solvent: CN(C(C)=O)C (N,N-dimethylacetamide). Product: OCC1=CC=C(C=C1)C1=C(C=CC=C1)C=1N=NN(N1)C(C1=CC=CC=C1)(C1=CC=CC=C1)C1=CC=CC=C1 (5-(4'-Hydroxymethyl-1,1'-biphenyl-2-yl)-2-triphenylmethyl-2H-tetrazole). Reaction SMILES: [CH:1]([C:3]1[CH:8]=[CH:7][C:6]([C:9]2[CH:14]=[CH:13][CH:12]=[CH:11][C:10]=2[C:15]2[N:16]=[N:17][N:18]([C:20]([C:33]3[CH:38]=[CH:37][CH:36]=[CH:35][CH:34]=3)([C:27]3[CH:32]=[CH:31][CH:30]=[CH:29][CH:28]=3)[C:21]3[CH:26]=[CH:25][CH:24]=[CH:23][CH:22]=3)[N:19]=2)=[CH:5][CH:4]=1)=[O:2].O.[BH4-].[Na+]>CN(C)C(=O)C>[OH:2][CH2:1][C:3]1[CH:8]=[CH:7][C:6]([C:9]2[CH:14]=[CH:13][CH:12]=[CH:11][C:10]=2[C:15]2[N:16]=[N:17][N:18]([C:20]([C:33]3[CH:34]=[CH:35][CH:36]=[CH:37][CH:38]=3)([C:27]3[CH:28]=[CH:29][CH:30]=[CH:31][CH:32]=3)[C:21]3[CH:26]=[CH:25][CH:24]=[CH:23][CH:22]=3)[N:19]=2)=[CH:5][CH:4]=1 |f:2.3|. Procedure: 5-(4'-formyl-1,1'-biphenyl-2-yl)-2-triphenylmethyl-2H-tetrazole was dissolved in N,N-dimethylacetamide and some water and reduced by sodium borohydride. The reaction mixture was then poured into water slowly to precipitate the title compound which is further purified by recrystallizations as described in Example 11.